Dataset: the Open Reaction Database (ORD), a public repository of structured organic reaction records. Task: describe an organic reaction: reactants, conditions, products, and yield The reactants are 2004/026229 A2, CC=1C=C(NN1)N (5-Methyl-2H-pyrazol-3-ylamine), C(CC(=O)OCC)(=O)OCC (diethyl malonate), CC[O-].[Na+] (NaOEt). The solvent is CCO (EtOH). Yields the product CC1=NN2C(NC(CC2=O)=O)=C1 (2-methyl-4H-pyrazolo[1,5-a]pyrimidine-5,7-dione). RXN SMILES: [CH3:1][C:2]1[CH:3]=[C:4]([NH2:7])[NH:5][N:6]=1.CC[O-].[Na+].[C:12](OCC)(=[O:19])[CH2:13][C:14](OCC)=[O:15]>CCO>[CH3:1][C:2]1[CH:3]=[C:4]2[NH:7][C:12](=[O:19])[CH2:13][C:14](=[O:15])[N:5]2[N:6]=1 |f:1.2|. Reported procedure: (prepared in an analogous procedure to that outlined in WO 2004/026229 A2) Step A: 5-Methyl-2H-pyrazol-3-ylamine (2 g, 0.0206 mol) was dissolved in EtOH (60 ml) and NaOEt (11.58 ml of a 21% by wt. solution, 2 eq) was added, followed by diethyl malonate (3.44 ml, 1.1 eq). The mixture was heated at reflux for 3 h. After cooling to rt, the precipitate was collected by filtration, washed with additional EtOH, and dried to give 1.6 g of 2-methyl-4H-pyrazolo[1,5-a]pyrimidine-5,7-dione. Step B: The com... Reactants: O1COC2=C1C=CC(=C2)NC=O (N-benzo[1,3]dioxol-5-yl-formamide), ClC1=NC(=C2N=CN(C2=N1)CC)Cl (2,6-dichloro-9-ethyl-9H-purine). The product is O1COC2=C1C=CC(=C2)NC2=C1N=CN(C1=NC(=N2)Cl)CC (Benzo[1,3]dioxol-5-yl-(2-chloro-9-ethyl-9H-purin-6-yl)-amine). As a reaction SMILES: [O:1]1[C:5]2[CH:6]=[CH:7][C:8]([NH:10][CH:11]=O)=[CH:9][C:4]=2[O:3][CH2:2]1.[Cl:13][C:14]1[N:22]=[C:21]2[C:17]([N:18]=[CH:19][N:20]2[CH2:23][CH3:24])=C(Cl)[N:15]=1>>[O:1]1[C:5]2[CH:6]=[CH:7][C:8]([NH:10][C:11]3[N:15]=[C:14]([Cl:13])[N:22]=[C:21]4[C:17]=3[N:18]=[CH:19][N:20]4[CH2:23][CH3:24])=[CH:9][C:4]=2[O:3][CH2:2]1. Reported procedure: Was prepared according to Example 3 from N-benzo[1,3]dioxol-5-yl-formamide and 2,6-dichloro-9-ethyl-9H-purine. Reactants: solution, [Na] (sodium), C[Si](N[Si](C)(C)C)(C)C (hexamethyldisilazane), ice, Cl (HCl), ClC1=C(C(=O)OC)C=CC(=C1)Cl (methyl 2,4-dichlorobenzoate), BrC1=CC=C(C=C1)CC(=O)O (4-bromophenylacetic acid). Run in C1CCOC1 (THF), C1CCOC1 (THF), C1CCOC1 (THF). Run at temperature -70 celsius, time 30 minute. Yields the product BrC1=CC=C(C=C1)CC(=O)C1=C(C=C(C=C1)Cl)Cl (2-(4-Bromophenyl)-1-(2,4-dichlorophenyl)ethanone). Yield: 70.2%. RXN SMILES: [Na].C[Si](C)(C)N[Si](C)(C)C.[Br:11][C:12]1[CH:17]=[CH:16][C:15]([CH2:18][C:19]([OH:21])=O)=[CH:14][CH:13]=1.[Cl:22][C:23]1[CH:32]=[C:31]([Cl:33])[CH:30]=[CH:29][C:24]=1C(OC)=O.Cl>C1COCC1>[Br:11][C:12]1[CH:13]=[CH:14][C:15]([CH2:18][C:19]([C:30]2[CH:29]=[CH:24][C:23]([Cl:22])=[CH:32][C:31]=2[Cl:33])=[O:21])=[CH:16][CH:17]=1 |^1:0|. Procedure details: 436 ml of a 2M solution of the sodium salt of hexamethyldisilazane in THF are cooled to −60° C. under a nitrogen atmosphere, 400 ml of THF are added, a solution of 75 g of 4-bromophenylacetic acid in 100 ml of THF is then added dropwise and the mixture is left stirring at −70° C. for 1 hour 30 minutes. 67.9 g of methyl 2,4-dichlorobenzoate are subsequently added dropwise, the mixture is left stirring for 30 minutes and then the temperature is allowed to rise to 5° C. The reaction mixture is pour... Reactants: BrC1=CC=C(C[C@@]2(C(N(C=3N2C=CN3)C3=CC(=CC(=C3)Cl)Cl)=O)C)C=C1 ((R)-3-(4-Bromobenzyl)-1-(3,5-dichlorophenyl)-3-methyl-imidazo[1,2-α]-imidazol-2-one), C(#N)[Cu] (CuCN). Run in CN(C)C=O (DMF). Conditions: temperature 140 celsius. Product: C(#N)C1=CC=C(C[C@@]2(C(N(C=3N2C=CN3)C3=CC(=CC(=C3)Cl)Cl)=O)C)C=C1 ((R)-3-(4-cyanobenzyl)-1-(3,5-dichlorophenyl)-3-methyl-imidazo[1,2-a)-imidazol-2-one). The yield is 77.4%. RXN SMILES: Br[C:2]1[CH:26]=[CH:25][C:5]([CH2:6][C@@:7]2([CH3:24])[N:11]3[CH:12]=[CH:13][N:14]=[C:10]3[N:9]([C:15]3[CH:20]=[C:19]([Cl:21])[CH:18]=[C:17]([Cl:22])[CH:16]=3)[C:8]2=[O:23])=[CH:4][CH:3]=1.[C:27]([Cu])#[N:28]>CN(C=O)C>[C:27]([C:2]1[CH:3]=[CH:4][C:5]([CH2:6][C@@:7]2([CH3:24])[N:11]3[CH:12]=[CH:13][N:14]=[C:10]3[N:9]([C:15]3[CH:20]=[C:19]([Cl:21])[CH:18]=[C:17]([Cl:22])[CH:16]=3)[C:8]2=[O:23])=[CH:25][CH:26]=1)#[N:28]. Procedure details: (R)-3-(4-Bromobenzyl)-1-(3,5-dichlorophenyl)-3-methyl-imidazo[1,2-α]-imidazol-2-one (13.5 g, 29.9 mmol) was dissolved in anhydrous DMF (70 mL) and CuCN (3.22 g, 35.9 mmol) was added. The reaction mixture was heated to 140° C. under argon for 40 h. When the reaction was complete, the solvent was removed under reduced pressure and the residue was diluted with CH2Cl2. The organic solution was washed four times alternately with 5% aqueous pyridine then water. The organic layer was dried over Na2SO4 ...